This data is from the Open Reaction Database (ORD), a public repository of structured organic reaction records. The task is: describe an organic reaction: reactants, conditions, products, and yield Reactants: ClCCCCC\C=C/CC\C=C/C=C/CC ((Z,Z,E)-1-chloro-6,10,12-pentadecatriene), C(C\C=C/CC\C=C/C=C/CC)O ((Z,Z,E)-3,7,9-dodecatrien-1-ol), ClCC\C=C/CC\C=C/C=C/CC ((Z,Z,E)-1-chloro-3,7,9-dodecatriene), C(OCC)([O-])[O-] (ethyl orthoformate), ClCC\C=C/CC\C=C/C=C/CC ((Z,Z,E)-1-chloro-3,7,9-dodecatriene), Grignard reagent, Grignard reagent, ClCCCCC\C=C/CC\C=C/C=C/CC ((Z,Z,E)-1-chloro-6,10,12-pentadecatriene), C(CCCCC\C=C/CC\C=C/C=C/CC)=O ((Z,Z,E)-7,11,13-hexadecatrienal), BrCCCCl (1-bromo-3-chloropropane). As a reaction SMILES: Cl[CH2:2][CH2:3]CCC/C=C\CC/C=C\C=C\CC.[CH2:17]([OH:29])[CH2:18]/C=C\CC/C=C\C=C\CC.ClCC/C=C\CC/C=C\C=C\CC.BrCCCCl.[CH:48](=[O:64])[CH2:49][CH2:50][CH2:51][CH2:52][CH2:53]/[CH:54]=[CH:55]\[CH2:56][CH2:57]/[CH:58]=[CH:59]\[CH:60]=[CH:61]\[CH2:62][CH3:63].C([O-])([O-])OCC>>[CH2:2]([O:64][CH:48]([O:29][CH2:17][CH3:18])[CH2:49][CH2:50][CH2:51][CH2:52][CH2:53]/[CH:54]=[CH:55]\[CH2:56][CH2:57]/[CH:58]=[CH:59]\[CH:60]=[CH:61]\[CH2:62][CH3:63])[CH3:3]. Product: C(C)OC(CCCCC\C=C/CC\C=C/C=C/CC)OCC ((Z,Z,E)-1,1-diethoxy-7,11,13-hexadecatriene). Reported procedure: In one aspect of the invention, there is provided (Z,Z,E)-1-chloro-6,10,12-pentadecatriene. In another aspect of the invention, there is also provided a method for preparing (Z,Z,E)-1-chloro-6,10,12-pentadecatriene comprising a step of chlorinating (Z,Z,E)-3,7,9-dodecatrien-1-ol into (Z,Z,E)-1-chloro-3,7,9-dodecatriene and a step of reacting a Grignard reagent into which the (Z,Z,E)-1-chloro-3,7,9-dodecatriene is converted with 1-bromo-3-chloropropane. In a further aspect of the invention, there... The reactants are O(C1=CC=CC=C1)CC=1C=C(C(=O)OC)C=CN1 (Methyl 2-(phenoxymethyl)isonicotinate). The reagents and catalysts are [Pt](=O)=O (platinum(IV) oxide). Solvent: C(C)(=O)O (acetic acid). Conditions: time 6 hour. The product is C1(CCCCC1)OCC1NCCC(C1)C(=O)OC (Methyl 2-(cyclohexyloxymethyl)piperidine-4-carboxylate). Yield: 73.3%. Reaction SMILES: [O:1]([CH2:8][C:9]1[CH:10]=[C:11]([CH:16]=[CH:17][N:18]=1)[C:12]([O:14][CH3:15])=[O:13])[C:2]1[CH:7]=[CH:6][CH:5]=[CH:4][CH:3]=1>C(O)(=O)C.[Pt](=O)=O>[CH:2]1([O:1][CH2:8][CH:9]2[CH2:10][CH:11]([C:12]([O:14][CH3:15])=[O:13])[CH2:16][CH2:17][NH:18]2)[CH2:7][CH2:6][CH2:5][CH2:4][CH2:3]1. Reported procedure: Methyl 2-(phenoxymethyl)isonicotinate (2.6 g, 10.69 mmol) was dissolved in acetic acid (50 mL), then platinum(IV) oxide (0.243 g, 1.07 mmol) was added and the mixture hydrogenated in a Büchi hydrogenator at 5 bar and room temperature for 6 h. The catalyst was removed by filtration and the solvent evaporated. The residue was taken up in DCM and the organic phase was washed with satd NaHCO3. The aqueous phase was extracted with DCM and the combined organic phases were filtered through a phase sepa... Reactants: C(C)N(CCN1C(=O)C(=O)C2=C(C=CC=C12)Br)CC (1-(2-diethylaminoethyl)-4-bromoisatin), [NH4+].[Cl-] (NH4Cl), S1C=NC2=C1C=CC=C2 (benzothiazole), [Li]CCCC (n-BuLi). Run in C1CCOC1 (THF), C1CCOC1 (THF). Run at temperature -78 celsius, time 7.5 hour. Product: C(C)N(CCN1C(C(C2=C(C=CC=C12)Br)(C=1SC2=C(N1)C=CC=C2)O)=O)CC (1-(2-Diethylaminoethyl)-3-hydroxy-3-(2-benzothiazolyl)-4-bromooxindole). Yield: 14.6%. As a reaction SMILES: [S:1]1[C:5]2[CH:6]=[CH:7][CH:8]=[CH:9][C:4]=2[N:3]=[CH:2]1.[Li]CCCC.[CH2:15]([N:17]([CH2:32][CH3:33])[CH2:18][CH2:19][N:20]1[C:30]2[C:25](=[C:26]([Br:31])[CH:27]=[CH:28][CH:29]=2)[C:23](=[O:24])[C:21]1=[O:22])[CH3:16].[NH4+].[Cl-]>C1COCC1>[CH2:32]([N:17]([CH2:15][CH3:16])[CH2:18][CH2:19][N:20]1[C:30]2[C:25](=[C:26]([Br:31])[CH:27]=[CH:28][CH:29]=2)[C:23]([OH:24])([C:2]2[S:1][C:5]3[CH:6]=[CH:7][CH:8]=[CH:9][C:4]=3[N:3]=2)[C:21]1=[O:22])[CH3:33] |f:3.4|. Procedure details: To benzothiazole (83.3 mg, 2.0 eq) in anhydrous THF (2 mL) under a nitrogen atmosphere and with stirring was added n-BuLi (0.40 mL, 2.0 eq, 1.53 M in hexanes) at −78° C. (bath temperature). The resulting bright yellow coloured reaction mixture was stirred for 1 hour after which 1-(2-diethylaminoethyl)-4-bromoisatin (100.0 mg, 3.08×10−4 mol) in anhydrous THF (2 mL) was added dropwise. The resulting red coloured solution was stirred at −78° C. for 7.5 hours. Saturated aqueous NH4Cl (1.5 mL) was ad... The reactants are CC(=O)OC(C)=O, ClCCl, COc1c(C=Cc2ccc(NS(C)(=O)=O)c(CN)c2)cc(Br)cc1C(C)(C)C, c1ccncc1. Yields the product COc1c(C=Cc2ccc(NS(C)(=O)=O)c(CNC(C)=O)c2)cc(Br)cc1C(C)(C)C. Reaction SMILES: [CH3:35][C:36](=[O:37])[O:38][C:39](=[O:40])[CH3:41].[Cl:42][CH2:43][Cl:44].[NH2:1][CH2:2][c:3]1[c:4]([NH:24][S:25](=[O:26])(=[O:27])[CH3:28])[cH:5][cH:6][c:7]([CH:9]=[CH:10][c:11]2[c:12]([O:22][CH3:23])[c:13]([C:18]([CH3:19])([CH3:20])[CH3:21])[cH:14][c:15]([Br:17])[cH:16]2)[cH:8]1.[cH:29]1[cH:30][cH:31][n:32][cH:33][cH:34]1>>[NH:1]([CH2:2][c:3]1[c:4]([NH:24][S:25](=[O:26])(=[O:27])[CH3:28])[cH:5][cH:6][c:7]([CH:9]=[CH:10][c:11]2[c:12]([O:22][CH3:23])[c:13]([C:18]([CH3:19])([CH3:20])[CH3:21])[cH:14][c:15]([Br:17])[cH:16]2)[cH:8]1)[C:36]([CH3:35])=[O:37]. The reactants are BrCC1=C(C(NC(N1C1=CC(=CC=C1)C(F)(F)F)=O)C1=C(C=C(C=C1)C#N)C(F)(F)F)C(=O)OCC (ethyl 6-(bromomethyl)-4-[4-cyano-2-(trifluoro-methyl)phenyl]-2-oxo-1-[3-(trifluoromethyl)phenyl]-1,2,3,4-tetrahydropyrimidine-5-carboxylate), CNN (Methylhydrazine). Run in O1CCOCC1 (dioxane). The product is CN1NC(C2=C(C1)N(C(NC2C2=C(C=C(C#N)C=C2)C(F)(F)F)=O)C2=CC(=CC=C2)C(F)(F)F)=O ((rac)-4-[7-Methyl-2,5-dioxo-1-[3-(trifluoromethyl)phenyl]-1,2,3,4,5,6,7,8-octahydropyrimido-[4,5-d]pyridazin-4-yl]-3-(trifluoromethyl)benzonitrile). Reaction SMILES: Br[CH2:2][C:3]1[N:8]([C:9]2[CH:14]=[CH:13][CH:12]=[C:11]([C:15]([F:18])([F:17])[F:16])[CH:10]=2)[C:7](=[O:19])[NH:6][CH:5]([C:20]2[CH:25]=[CH:24][C:23]([C:26]#[N:27])=[CH:22][C:21]=2[C:28]([F:31])([F:30])[F:29])[C:4]=1[C:32]([O:34]CC)=O.[CH3:37][NH:38][NH2:39]>O1CCOCC1>[CH3:37][N:38]1[CH2:2][C:3]2[N:8]([C:9]3[CH:14]=[CH:13][CH:12]=[C:11]([C:15]([F:17])([F:16])[F:18])[CH:10]=3)[C:7](=[O:19])[NH:6][CH:5]([C:20]3[CH:25]=[CH:24][C:23]([C:26]#[N:27])=[CH:22][C:21]=3[C:28]([F:29])([F:31])[F:30])[C:4]=2[C:32](=[O:34])[NH:39]1. Procedure details: Under an atmosphere of argon protective gas, ethyl 6-(bromomethyl)-4-[4-cyano-2-(trifluoro-methyl)phenyl]-2-oxo-1-[3-(trifluoromethyl)phenyl]-1,2,3,4-tetrahydropyrimidine-5-carboxylate (576 mg, 1 mmol; Example 21A) was initially charged in dioxane (20 ml). Methylhydrazine (128 mg, 3 mmol) was added dropwise to the reaction mixture, and the mixture was then stirred at boiling point for 8 h (bath temperature 120° C.). The reaction mixture was then concentrated, and the residue was purified by prep... Starting materials: CC(=O)Cl, Cl, Cl, O=C(OCC1CNCCO1)N1CCN(c2ccccc2)CC1, c1ccncc1. Product: CC(=O)N1CCOC(COC(=O)N2CCN(c3ccccc3)CC2)C1. RXN SMILES: [CH3:25][C:26]([Cl:27])=[O:28].[ClH:1].[ClH:2].[c:3]1([N:9]2[CH2:10][CH2:11][N:12]([C:15](=[O:16])[O:17][CH2:18][CH:19]3[O:20][CH2:21][CH2:22][NH:23][CH2:24]3)[CH2:13][CH2:14]2)[cH:4][cH:5][cH:6][cH:7][cH:8]1.[cH:29]1[cH:30][cH:31][n:32][cH:33][cH:34]1>>[c:3]1([N:9]2[CH2:10][CH2:11][N:12]([C:15](=[O:16])[O:17][CH2:18][CH:19]3[O:20][CH2:21][CH2:22][N:23]([C:26]([CH3:25])=[O:28])[CH2:24]3)[CH2:13][CH2:14]2)[cH:4][cH:5][cH:6][cH:7][cH:8]1. Reactants: solution, [OH-].[Na+] (NaOH), O (Water), [H-].[H-].[H-].[H-].[Li+].[Al+3] (LAH), N[C@H](C(=O)N1CC(CC1)(F)F)C(C)C ((S)-2-amino-1-(3,3-difluoropyrrolidin-1-yl)-3-methylbutan-1-one), O (water). Run in C1CCOC1 (THF), C1CCOC1 (THF), C1CCOC1 (THF). Reaction conditions: time 30 minute. The product is FC1(CN(CC1)C[C@H](C(C)C)N)F ((S)-1-(3,3-Difluoropyrrolidin-1-yl)-3-methylbutan-2-amine). Isolated yield 70.4%. RXN SMILES: [H-].[H-].[H-].[H-].[Li+].[Al+3].[NH2:7][C@@H:8]([CH:18]([CH3:20])[CH3:19])[C:9]([N:11]1[CH2:15][CH2:14][C:13]([F:17])([F:16])[CH2:12]1)=O.O.[OH-].[Na+]>C1COCC1>[F:17][C:13]1([F:16])[CH2:14][CH2:15][N:11]([CH2:9][C@@H:8]([NH2:7])[CH:18]([CH3:19])[CH3:20])[CH2:12]1 |f:0.1.2.3.4.5,8.9|. Procedure: To a 1M solution of LAH in THF (9.89 mL, 9.89 mmol) was (S)-2-amino-1-(3,3-difluoropyrrolidin-1-yl)-3-methylbutan-1-one (1.02 g, 4.95 mmol) dropwise added (over approximately 60 min) as a solution in THF under a nitrogen atmosphere. The mixture was stirred at rt for 30 min and heated at 70° C. over night. The reaction was cooled to 0° C. Water (0.5 mL) was slowly added, followed by 15% aq. NaOH (0.5 mL), THF (10 mL) and additional water (2 mL). The reaction mixture was warmed to rt and stirred f... Starting materials: N([C@H](C(C)C)C(=O)N([C@@H](CCCNC(NS(=O)(=O)C1=CC=C(C)C=C1)=N)C(=O)NCC(=O)OCC1=CC=CC=C1)C)C(=O)OC(C)(C)C (Boc-D-Val-NMeArg(Tos)-Gly-OBzl), [H][H] (hydrogen). The reagents and catalysts are [Pd] (Pd/C). The solvent is CO (methanol). The product is N([C@H](C(C)C)C(=O)N([C@@H](CCCNC(NS(=O)(=O)C1=CC=C(C)C=C1)=N)C(=O)NCC(=O)O)C)C(=O)OC(C)(C)C (Boc-D-Val-NMeArg(Tos)-Gly). Yield: 78.0%. As a reaction SMILES: [NH:1]([C:42]([O:44][C:45]([CH3:48])([CH3:47])[CH3:46])=[O:43])[C@@H:2]([C:6]([N:8]([CH3:41])[C@H:9]([C:27]([NH:29][CH2:30][C:31]([O:33]CC1C=CC=CC=1)=[O:32])=[O:28])[CH2:10][CH2:11][CH2:12][NH:13][C:14](=[NH:26])[NH:15][S:16]([C:19]1[CH:25]=[CH:24][C:22]([CH3:23])=[CH:21][CH:20]=1)(=[O:18])=[O:17])=[O:7])[CH:3]([CH3:5])[CH3:4].[H][H]>CO.[Pd]>[NH:1]([C:42]([O:44][C:45]([CH3:47])([CH3:46])[CH3:48])=[O:43])[C@@H:2]([C:6]([N:8]([CH3:41])[C@H:9]([C:27]([NH:29][CH2:30][C:31]([OH:33])=[O:32])=[O:28])[CH2:10][CH2:11][CH2:12][NH:13][C:14](=[NH:26])[NH:15][S:16]([C:19]1[CH:20]=[CH:21][C:22]([CH3:23])=[CH:24][CH:25]=1)(=[O:18])=[O:17])=[O:7])[CH:3]([CH3:4])[CH3:5]. Procedure: A solution of Boc-D-Val-NMeArg(Tos)-Gly-OBzl (4.50 g, 6.53 mmol) in 80 ml of methanol was purged with nitrogen gas, 1.30 g of 10% Pd/C was added, and hydrogen gas was passed over the reaction. After 1 hour the catalyst was removed by filtration through a bed of celite, and the solvent removed under reduced pressure. The resulting solid was triturated with ether, filtered, and washed with petroleum ether to provide Boc-D-Val-NMeArg(Tos)-Gly (3.05 g, 78%);